From a dataset of the Open Reaction Database (ORD), a public repository of structured organic reaction records. describe an organic reaction: reactants, conditions, products, and yield The reactants are CN1CCN2C(=CC=C2S(=O)(=O)C)C12CCN(CC2)C(=O)OCC2=CC=CC=C2 (benzyl 2-methyl-6-methylsulfonyl-spiro[3,4-dihydropyrrolo[1,2-a]pyrazine-1,4′-piperidine]-1′-carboxylate). Reagents/catalysts: [C].[Pd] (palladium-carbon). Run in CCO (EtOH). Reaction conditions: time 16 hour. Product: CN1CCN2C(=CC=C2S(=O)(=O)C)C12CCNCC2 (2-methyl-6-methylsulfonyl-spiro[3,4-dihydropyrrolo[1,2-a]pyrazine-1,4′-piperidine]). Yield: 96.5%. Reaction SMILES: [CH3:1][N:2]1[C:14]2([CH2:19][CH2:18][N:17](C(OCC3C=CC=CC=3)=O)[CH2:16][CH2:15]2)[C:6]2=[CH:7][CH:8]=[C:9]([S:10]([CH3:13])(=[O:12])=[O:11])[N:5]2[CH2:4][CH2:3]1>CCO.[C].[Pd]>[CH3:1][N:2]1[C:14]2([CH2:19][CH2:18][NH:17][CH2:16][CH2:15]2)[C:6]2=[CH:7][CH:8]=[C:9]([S:10]([CH3:13])(=[O:11])=[O:12])[N:5]2[CH2:4][CH2:3]1 |f:2.3|. Reported procedure: To a solution of benzyl 2-methyl-6-methylsulfonyl-spiro[3,4-dihydropyrrolo[1,2-a]pyrazine-1,4′-piperidine]-1′-carboxylate (520 mg, 1.25 mmol) in EtOH (13 mL) was added 10% palladium-carbon (66 mg, 0.062 mmol) under nitrogen atmosphere. The reaction mixture was stirred at room temperature for 16 h under a hydrogen atmosphere. The mixture was filtered through a plug of celite and the solvent was evaporated under reduced pressure to yield 2-methyl-6-methylsulfonyl-spiro[3,4-dihydropyrrolo[1,2-a]pyr... Reactants: B(O)(O)O.N1=C(N)N=C(N)N=C1N (melamine borate), N (ammonia), oxyacid boron, B(O)(O)O.N1=C(N)N=C(N)N=C1N (melamine borate), N (ammonia). Product: N1=C(N)N=C(N)N=C1N.[NH4+] (ammonium melamine salt), N1=C(N)N=C(N)N=C1N (melamine), oxyacid. Reaction SMILES: B(O)(O)O.[N:5]1[C:12]([NH2:13])=[N:11][C:9]([NH2:10])=[N:8][C:6]=1[NH2:7].[NH3:14]>>[N:5]1[C:12]([NH2:13])=[N:11][C:9]([NH2:10])=[N:8][C:6]=1[NH2:7].[NH4+:14].[N:5]1[C:12]([NH2:13])=[N:11][C:9]([NH2:10])=[N:8][C:6]=1[NH2:7] |f:0.1,3.4|. Procedure details: About 100 parts by weight of a commercial melamine borate powder are added to about 100 parts by weight of concentrated aqueous ammonia containing about 25% ammonia while agitating. The mixture is reacted for 12 hours at ambient temperature and pressure. The melamine borate is hydrolyzed into smaller molecules and the ammonia radical reacts with the oxyacid boron radicals thereby producing an ammonium melamine salt of polyboron oxyacid and polyammonium melamine salt of polyboron oxyacid. It is t...